From a dataset of the Open Reaction Database (ORD), a public repository of structured organic reaction records. describe an organic reaction: reactants, conditions, products, and yield The reactants are C(C)(C)(C)OC(=O)N1CCC(CC1)COC[C@@H](CCCC)N (4-[(R)-2-amino-2-(butyl)-ethoxymethyl]piperidine-1-carboxylic acid tert-butyl ester), ClC1=CNC2=CC(=CC=C12)C(=O)O (3-chloroindole-6-carboxylic acid). Product: C(C)(C)(C)OC(=O)N1CCC(CC1)COC[C@@H](CCCC)NC(=O)C1=CC=C2C(=CNC2=C1)Cl (4-{(R)-2-[(3-Chloro-1H-indole-6-carbonyl)amino]-2-(butyl)-ethoxymethyl}piperidine-1-carboxylic acid tert-butyl ester). RXN SMILES: [C:1]([O:5][C:6]([N:8]1[CH2:13][CH2:12][CH:11]([CH2:14][O:15][CH2:16][C@H:17]([NH2:22])[CH2:18][CH2:19][CH2:20][CH3:21])[CH2:10][CH2:9]1)=[O:7])([CH3:4])([CH3:3])[CH3:2].[Cl:23][C:24]1[C:32]2[C:27](=[CH:28][C:29]([C:33](O)=[O:34])=[CH:30][CH:31]=2)[NH:26][CH:25]=1>>[C:1]([O:5][C:6]([N:8]1[CH2:13][CH2:12][CH:11]([CH2:14][O:15][CH2:16][C@H:17]([NH:22][C:33]([C:29]2[CH:28]=[C:27]3[C:32]([C:24]([Cl:23])=[CH:25][NH:26]3)=[CH:31][CH:30]=2)=[O:34])[CH2:18][CH2:19][CH2:20][CH3:21])[CH2:10][CH2:9]1)=[O:7])([CH3:4])([CH3:3])[CH3:2]. Procedure details: Using coupling method A, 4-[(R)-2-amino-2-(butyl)-ethoxymethyl]piperidine-1-carboxylic acid tert-butyl ester (195 mg, 0.62 mmol) and 3-chloroindole-6-carboxylic acid (133 mg, 0.68 mmol) afforded, after purification (SiO2: 40% EtOAc in hexane), 90 mg (29%) of the title compound. The reactants are O (Water), N1N=C(N=C1)N (1H-1,2,4-triazole-3-amine), N1=CC=CC=C1 (pyridine), ClC(=O)OCC(Cl)(Cl)Cl (2,2,2-trichloroethyl chloroformate). Run in O1CCCC1 (tetrahydrofuran). Run at time 1 hour. Yields the product N1N=C(N=C1)NC(OCC(Cl)(Cl)Cl)=O (2,2,2-Trichloroethyl 1H-1,2,4-triazol-3-ylcarbamate). Yield: 44.7%. Reaction SMILES: [NH:1]1[CH:5]=[N:4][C:3]([NH2:6])=[N:2]1.N1C=CC=CC=1.Cl[C:14]([O:16][CH2:17][C:18]([Cl:21])([Cl:20])[Cl:19])=[O:15].O>O1CCCC1>[NH:1]1[CH:5]=[N:4][C:3]([NH:6][C:14](=[O:15])[O:16][CH2:17][C:18]([Cl:21])([Cl:20])[Cl:19])=[N:2]1. Reported procedure: To a solution of 1H-1,2,4-triazole-3-amine (1.00 g, 11.9 mmol) and pyridine (1.16 ml, 14.3 mmol) in tetrahydrofuran (40 ml) was added 2,2,2-trichloroethyl chloroformate (1.97 ml, 14.3 mmol) with ice-cooling and the mixture was stirred at room temperature for 1 hour. Water was poured into the reaction mixture and the mixture was extracted with ethyl acetate. The extract was washed with water and dried over anhydrous magnesium sulfate and the solvent was distilled off under reduced pressure. The r... The reactants are O=C([O-])[O-], Cl, Clc1ccccc1Cl, Cc1nn(C)c(Cl)c1C=O, [Hg], [K+], [K+], O. Yields the product Cc1nn(C)c(Cl)c1C(=O)Cl. As a reaction SMILES: [C:11](=[O:12])([O-:13])[O-:14].[Cl:17].[Cl:18][c:19]1[c:20]([Cl:21])[cH:22][cH:23][cH:24][cH:25]1.[Cl:1][c:2]1[c:3]([CH:9]=[O:10])[c:4]([CH3:8])[n:5][n:6]1[CH3:7].[Hg:27].[K+:15].[K+:16].[OH2:26]>>[Cl:1][c:2]1[c:3]([C:9](=[O:10])[Cl:18])[c:4]([CH3:8])[n:5][n:6]1[CH3:7]. Reactants: Br.BrC1=CN=NC=C1 (4-bromopyridazine hydrobromide), O1CCOCC1 (1,4-dioxane), C1(=CCCCC1)B1OC(C(O1)(C)C)(C)C (2-cyclohex-1-en-1-yl-4,4,5,5-tetramethyl-1,3,2-dioxaborolane), C([O-])([O-])=O.[Cs+].[Cs+] (cesium carbonate). Reagents/catalysts: C=1C=CC(=CC1)[P](C=2C=CC=CC2)(C=3C=CC=CC3)[Pd]([P](C=4C=CC=CC4)(C=5C=CC=CC5)C=6C=CC=CC6)([P](C=7C=CC=CC7)(C=8C=CC=CC8)C=9C=CC=CC9)[P](C=1C=CC=CC1)(C=1C=CC=CC1)C=1C=CC=CC1 (tetrakis(triphenylphosphine)palladium). The solvent is O (water). The product is C1(=CCCCC1)C1=CN=NC=C1 (4-Cyclohex-1-en-1-ylpyridazine). Isolated yield 89.9%. Reaction SMILES: Br.Br[C:3]1[CH:8]=[CH:7][N:6]=[N:5][CH:4]=1.[C:9]1(B2OC(C)(C)C(C)(C)O2)[CH2:14][CH2:13][CH2:12][CH2:11][CH:10]=1.C(=O)([O-])[O-].[Cs+].[Cs+].O1CCOCC1>C1C=CC([P]([Pd]([P](C2C=CC=CC=2)(C2C=CC=CC=2)C2C=CC=CC=2)([P](C2C=CC=CC=2)(C2C=CC=CC=2)C2C=CC=CC=2)[P](C2C=CC=CC=2)(C2C=CC=CC=2)C2C=CC=CC=2)(C2C=CC=CC=2)C2C=CC=CC=2)=CC=1.O>[C:9]1([C:3]2[CH:8]=[CH:7][N:6]=[N:5][CH:4]=2)[CH2:14][CH2:13][CH2:12][CH2:11][CH:10]=1 |f:0.1,3.4.5,^1:39,41,60,79|. Procedure: The reaction and aftertreatment were conducted in the same manner as in Example 39a by using 4-bromopyridazine hydrobromide (0.50 g, 2.09 mmol), 2-cyclohex-1-en-1-yl-4,4,5,5-tetramethyl-1,3,2-dioxaborolane (0.43 g, 2.09 mmol), tetrakis(triphenylphosphine)palladium (0) (0.12 g, 0.10 mmol), cesium carbonate (1.50 g, 4.59 mmol), 1,4-dioxane (7.0 mL) and water (3.5 mL), to yield the title compound (301 mg, 99%) as a colorless solid. The reactants are N1(CCCCC1)CC=1C=C(OCCCC2=NC=C(C(N2)=O)OCC2=CC=CC=C2)C=CC1 (2-[3-[3-(Piperidinomethyl)phenoxy]propyl]-5-benzyloxypyrimidin-4-one). Solvent: Cl (hydrochloric acid). The product is N1(CCCCC1)CC=1C=C(OCCCC2=NC=C(C(N2)=O)O)C=CC1 (2-[3-[3-(Piperidinomethyl)phenoxy]propyl]-5-hydroxypyrimidin -4-one). As a reaction SMILES: [N:1]1([CH2:7][C:8]2[CH:9]=[C:10]([CH:30]=[CH:31][CH:32]=2)[O:11][CH2:12][CH2:13][CH2:14][C:15]2[NH:20][C:19](=[O:21])[C:18]([O:22]CC3C=CC=CC=3)=[CH:17][N:16]=2)[CH2:6][CH2:5][CH2:4][CH2:3][CH2:2]1>Cl>[N:1]1([CH2:7][C:8]2[CH:9]=[C:10]([CH:30]=[CH:31][CH:32]=2)[O:11][CH2:12][CH2:13][CH2:14][C:15]2[NH:20][C:19](=[O:21])[C:18]([OH:22])=[CH:17][N:16]=2)[CH2:2][CH2:3][CH2:4][CH2:5][CH2:6]1. Procedure: 2-[3-[3-(Piperidinomethyl)phenoxy]propyl]-5-benzyloxypyrimidin-4-one (0.68 g) was stirred under reduced pressure and taken to pH 8 with hours in lN hydrochloric acid (20 ml). The mixture was concentrated under reduced pressure and taken to pH 8 with aqueous sodium bicarbonate. This mixture was extracted with n-butanol (3×20 ml); these extracts were combined, washed with water (2'5 ml), dried (MgSO4) and evaporated under reduced pressure to give the title compound. This was dissolved in methanol ... RXN SMILES: [C:1](#[N:2])[c:3]1[cH:4][c:5]2[c:9]([cH:10][cH:11]1)[NH:8][C:7](=[O:12])[CH2:6]2.[CH2:33]1[O:34][CH2:35][CH2:36][CH2:37]1.[Cl:15][c:16]1[n:17][cH:18][n:19][c:20]2[cH:21][c:22]([O:28][CH2:29][CH2:30][O:31][CH3:32])[c:23]([O:26][CH3:27])[cH:24][c:25]12.[H-:13].[Na+:14].[O:38]=[CH:39][N:40]([CH3:41])[CH3:42]>>[C:1](#[N:2])[c:3]1[cH:4][c:5]2[c:9]([cH:10][cH:11]1)[NH:8][C:7](=[O:12])[CH:6]2[c:16]1[n:17][cH:18][n:19][c:20]2[cH:21][c:22]([O:28][CH2:29][CH2:30][O:31][CH3:32])[c:23]([O:26][CH3:27])[cH:24][c:25]12.[ClH:15]. Yields the product COCCOc1cc2ncnc(C3C(=O)Nc4ccc(C#N)cc43)c2cc1OC, Cl. The reactants are N#Cc1ccc2c(c1)CC(=O)N2, C1CCOC1, COCCOc1cc2ncnc(Cl)c2cc1OC, [H-], [Na+], CN(C)C=O.